Dataset: the Open Reaction Database (ORD), a public repository of structured organic reaction records. Task: describe an organic reaction: reactants, conditions, products, and yield Starting materials: C(=O)(Cl)Cl (phosgene), C(=O)=O (dry ice), ice, C12C(C3CC(CC(C1)C3)C2)O (2-adamantanol), CN(C1=CC=CC=C1)C (N,N-dimethylaniline). The solvent is C1(=CC=CC=C1)C (toluene), CCOCC (ether). The product is ClC(=O)OC1C2CC3CC(CC1C3)C2 (2-adamantanyl chloroformate). RXN SMILES: [CH:1]12[CH2:10][CH:5]3[CH2:6][CH:7]([CH2:9][CH:3]([CH2:4]3)[CH:2]1[OH:11])[CH2:8]2.CN(C)C1C=CC=CC=1.[C:21](Cl)([Cl:23])=[O:22].C(=O)=O>CCOCC.C1(C)C=CC=CC=1>[Cl:23][C:21]([O:11][CH:2]1[CH:3]2[CH2:9][CH:7]3[CH2:6][CH:5]([CH2:10][CH:1]1[CH2:8]3)[CH2:4]2)=[O:22]. Reported procedure: 15.2 g (0.10 mole) of 2-adamantanol and 12.1 g (0.10 mole) of N,N-dimethylaniline were dissolved in 200 ml of dry ether and added to 105 ml (0.20 mole) of phosgene in toluene (20%) over a period of 1 hour. The reaction flask was kept at 0° C. and was equipped with a stirrer and a dry ice condensor. The product was stirred at room temperature for another hour, after which the solution was cooled on ice and 10 ml of ice cold water was added carefully. The water and the toluene phases were quickly ... Reactants: CCCCO, Clc1nc(NC2CCC2)c2nc[nH]c2n1, C[Si](C)(C)Cl, CC(=O)N(C)c1ccc(N)cc1. The product is Cl, CC(=O)N(C)c1ccc(Nc2nc(NC3CCC3)c3nc[nH]c3n2)cc1. RXN SMILES: [CH2:33]([OH:34])[CH2:35][CH2:36][CH3:37].[Cl:1][c:2]1[n:3][c:4]([NH:11][CH:12]2[CH2:13][CH2:14][CH2:15]2)[c:5]2[n:6][cH:7][nH:8][c:9]2[n:10]1.[Cl:28][Si:29]([CH3:30])([CH3:31])[CH3:32].[NH2:16][c:17]1[cH:18][cH:19][c:20]([N:23]([C:24]([CH3:25])=[O:26])[CH3:27])[cH:21][cH:22]1>>[ClH:1].[c:2]1([NH:16][c:17]2[cH:18][cH:19][c:20]([N:23]([C:24]([CH3:25])=[O:26])[CH3:27])[cH:21][cH:22]2)[n:3][c:4]([NH:11][CH:12]2[CH2:13][CH2:14][CH2:15]2)[c:5]2[n:6][cH:7][nH:8][c:9]2[n:10]1. Starting materials: [H-].[Al+3].[Li+].[H-].[H-].[H-] (lithium aluminum hydride), Cl (HCl), C(C)OC(C)=O (ethylacetate), methyl ester, C1=CC=C(C(=C1)C(C2=CC=C(C=C2)O)C3=CC=C(C=C3)O)C(=O)O (phenolphthalin), ( ii ). Solvent: O1CCCC1 (tetrahydrofuran), O (water), C(C)OCC (ethyl ether), O1CCCC1 (tetrahydrofuran). Yields the product C1=CC=C(C(=C1)CO)C(C2=CC=C(C=C2)O)C3=CC=C(C=C3)O (phenolphthalol). RXN SMILES: [CH:1]1[CH:6]=[C:5]([CH:7]([C:15]2[CH:20]=[CH:19][C:18]([OH:21])=[CH:17][CH:16]=2)[C:8]2[CH:13]=[CH:12][C:11]([OH:14])=[CH:10][CH:9]=2)[C:4]([C:22](O)=[O:23])=[CH:3][CH:2]=1.[H-].[Al+3].[Li+].[H-].[H-].[H-].C(OC(=O)C)C.Cl>O1CCCC1.C(OCC)C.O>[CH:2]1[CH:3]=[C:4]([CH2:22][OH:23])[C:5]([CH:7]([C:8]2[CH:9]=[CH:10][C:11]([OH:14])=[CH:12][CH:13]=2)[C:15]2[CH:20]=[CH:19][C:18]([OH:21])=[CH:17][CH:16]=2)=[CH:6][CH:1]=1 |f:1.2.3.4.5.6|. Reported procedure: A solution of 0.5 g of the methyl ester of phenolphthalin prepared instep (ii) dissolved in 30 ml dry tetrahydrofuran was slowly added to a suspension of 0.5 g of lithium aluminum hydride in 20 ml dry tetrahydrofuran. The resulting reaction mixture was heated at reflux for 30 minutes, and then excess ethylacetate was added. The reaction mixture was poured into 1 N HCl, extracted with two 200 ml portions of ethyl etherand the ether evaporated leaving a residue of solid and some water. The residue... Starting materials: CC(=O)O, Cc1ccccc1, CC(C)(C)[O-], CC(C)(C)[O-], CC(C)(C)[O-], CC(C)(C)[O-], CCC(CC(O)(C=O)C(F)(F)F)c1ccc(F)c(F)c1OC, Cc1ncc2c(N)cccc2n1, O, [Ti+4]. Yields the product CCC(CC(O)(C=Nc1cccc2nc(C)ncc12)C(F)(F)F)c1ccc(F)c(F)c1OC. RXN SMILES: [CH3:35][C:36](=[O:37])[OH:38].[CH3:40][c:41]1[cH:42][cH:43][cH:44][cH:45][cH:46]1.[CH3:47][C:48]([CH3:49])([O-:50])[CH3:51].[CH3:53][C:54]([CH3:55])([O-:56])[CH3:57].[CH3:58][C:59]([CH3:60])([O-:61])[CH3:62].[CH3:63][C:64]([CH3:65])([O-:66])[CH3:67].[F:1][c:2]1[c:3]([O:21][CH3:22])[c:4]([CH:9]([CH2:10][C:11]([CH:12]=[O:13])([C:14]([F:15])([F:16])[F:17])[OH:18])[CH2:19][CH3:20])[cH:5][cH:6][c:7]1[F:8].[NH2:23][c:24]1[c:25]2[cH:26][n:27][c:28]([CH3:34])[n:29][c:30]2[cH:31][cH:32][cH:33]1.[OH2:39].[Ti+4:52]>>[F:1][c:2]1[c:3]([O:21][CH3:22])[c:4]([CH:9]([CH2:10][C:11]([CH:12]=[N:23][c:24]2[c:25]3[cH:26][n:27][c:28]([CH3:34])[n:29][c:30]3[cH:31][cH:32][cH:33]2)([C:14]([F:15])([F:16])[F:17])[OH:18])[CH2:19][CH3:20])[cH:5][cH:6][c:7]1[F:8]. The reactants are C(C1=CC=CC=C1)O[C@@H]1C(O)O[C@H]([C@H]([C@H]1OCC1=CC=CC=C1)OCC1=CC=CC=C1)C.[N+](=O)([O-])C1=CC=C(C(=O)[O-])C=C1 (2,3,4-tri-O-benzylfucopyranose p-nitrobenzoate), Br (HBr). Run in C(Cl)Cl (CH2Cl2). Yields the product C(C1=CC=CC=C1)O[C@@H]1C(O)O[C@H]([C@H]([C@H]1OCC1=CC=CC=C1)OCC1=CC=CC=C1)C.[N+](=O)([O-])C1=CC=C(C(=O)[O-])C=C1 (2,3,4-tri-O-benzylfucopyranose p-nitrobenzoate), C(C1=CC=CC=C1)O[C@@H]1[C@@H](O[C@H]([C@H]([C@H]1OCC1=CC=CC=C1)OCC1=CC=CC=C1)C)Br (2,3,4-tri-O-benzyl-α-L-fucopyranosyl Bromide). As a reaction SMILES: [CH2:1]([O:8][C@H:9]1[C@H:15]([O:16][CH2:17][C:18]2[CH:23]=[CH:22][CH:21]=[CH:20][CH:19]=2)[C@H:14]([O:24][CH2:25][C:26]2[CH:31]=[CH:30][CH:29]=[CH:28][CH:27]=2)[C@H:13]([CH3:32])[O:12][CH:10]1[OH:11])[C:2]1[CH:7]=[CH:6][CH:5]=[CH:4][CH:3]=1.[N+:33]([C:36]1[CH:44]=[CH:43][C:39]([C:40]([O-:42])=[O:41])=[CH:38][CH:37]=1)([O-:35])=[O:34].[BrH:45]>C(Cl)Cl>[CH2:1]([O:8][C@H:9]1[C@H:15]([O:16][CH2:17][C:18]2[CH:19]=[CH:20][CH:21]=[CH:22][CH:23]=2)[C@H:14]([O:24][CH2:25][C:26]2[CH:31]=[CH:30][CH:29]=[CH:28][CH:27]=2)[C@H:13]([CH3:32])[O:12][CH:10]1[OH:11])[C:2]1[CH:3]=[CH:4][CH:5]=[CH:6][CH:7]=1.[N+:33]([C:36]1[CH:37]=[CH:38][C:39]([C:40]([O-:42])=[O:41])=[CH:43][CH:44]=1)([O-:35])=[O:34].[CH2:1]([O:8][C@H:9]1[C@H:15]([O:16][CH2:17][C:18]2[CH:23]=[CH:22][CH:21]=[CH:20][CH:19]=2)[C@H:14]([O:24][CH2:25][C:26]2[CH:31]=[CH:30][CH:29]=[CH:28][CH:27]=2)[C@H:13]([CH3:32])[O:12][C@H:10]1[Br:45])[C:2]1[CH:7]=[CH:6][CH:5]=[CH:4][CH:3]=1 |f:0.1,4.5|. Procedure: Similarly, treatment of the β-isomer of the fucopyranosyl-p-nitrobenzoate (compound 8) (583 mg, 1 mmol) with a saturated solution of HBr in CH2Cl2 (5 mL) for 30 min at 5° C. furnished the α-fucopyranosyl bromide (550 mg). The NMR spectrum of this product was identical with that of α-bromide obtained earlier from the α-fucopyranosyl p-nitrobenzoate. However, due to the instability of the bromide, it was used as such immediately for the next step. 1H-NMR (CDCl3): 1.17 (d, 3H, J=6.45 Hz, CH3), 3.6-... Starting materials: C(C)N(C(C)C)C(C)C (N-ethyl-N-isopropylpropan-2-amine), ClC(CCC(=O)OC)=O (methyl 4-chloro-4-oxobutanoate), FC=1C=C(C=CC1C=1SC2=NC(=CC=C2N1)C1(CC1)C1=CC=CC=C1)N (3-Fluoro-4-(5-(1-phenylcyclopropyl)thiazolo[5,4-b]pyridin-2-yl)benzenamine). Run in C(Cl)Cl (DCM), C1CCOC1 (THF). Run at time 30 minute. Product: FC=1C=C(C=CC1C=1SC2=NC(=CC=C2N1)C1(CC1)C1=CC=CC=C1)NC(CCC(=O)OC)=O (methyl 4-(3-fluoro-4-(5-(1-phenylcyclopropyl)thiazolo[5,4-b]pyridin-2-yl)phenylamino)-4-oxobutanoate). As a reaction SMILES: [F:1][C:2]1[CH:3]=[C:4]([NH2:26])[CH:5]=[CH:6][C:7]=1[C:8]1[S:9][C:10]2[C:15]([N:16]=1)=[CH:14][CH:13]=[C:12]([C:17]1([C:20]3[CH:25]=[CH:24][CH:23]=[CH:22][CH:21]=3)[CH2:19][CH2:18]1)[N:11]=2.C(N(C(C)C)C(C)C)C.Cl[C:37](=[O:44])[CH2:38][CH2:39][C:40]([O:42][CH3:43])=[O:41]>C1COCC1.C(Cl)Cl>[F:1][C:2]1[CH:3]=[C:4]([NH:26][C:37](=[O:44])[CH2:38][CH2:39][C:40]([O:42][CH3:43])=[O:41])[CH:5]=[CH:6][C:7]=1[C:8]1[S:9][C:10]2[C:15]([N:16]=1)=[CH:14][CH:13]=[C:12]([C:17]1([C:20]3[CH:21]=[CH:22][CH:23]=[CH:24][CH:25]=3)[CH2:18][CH2:19]1)[N:11]=2. Procedure: 3-Fluoro-4-(5-(1-phenylcyclopropyl)thiazolo[5,4-b]pyridin-2-yl)benzenamine (140 mg, 0.387 mmol) was dissolved in THF (3.9 mL) and N-ethyl-N-isopropylpropan-2-amine (270 μl, 1.55 mmol) before methyl 4-chloro-4-oxobutanoate (189 μl, 1.55 mmol) was added at ambient temperature and the reaction mixture was stirred at ambient temperature for 30 min. The reaction mixture was diluted with 100 mL of DCM, added to a separatory funnel, partitioned with water, washed 2 times with 50 mL of sodium bicarbonat... Reaction SMILES: [Cl:1][C:2]1[CH:3]=[C:4]([NH:11][S:12]([C:15]2[CH:20]=[CH:19][C:18]([Cl:21])=[C:17]([C:22]([F:25])([F:24])[F:23])[CH:16]=2)(=[O:14])=[O:13])[C:5]([C:8](Cl)=[O:9])=[N:6][CH:7]=1.[C:26]([O:30][C:31]([N:33]1[C:41]2[C:36](=[CH:37][CH:38]=[CH:39][CH:40]=2)[C:35]([NH:42][CH2:43][CH3:44])=[N:34]1)=[O:32])([CH3:29])([CH3:28])[CH3:27]>C1COCC1>[C:26]([O:30][C:31]([N:33]1[C:41]2[C:36](=[CH:37][CH:38]=[CH:39][CH:40]=2)[C:35]([N:42]([C:8]([C:5]2[C:4]([NH:11][S:12]([C:15]3[CH:20]=[CH:19][C:18]([Cl:21])=[C:17]([C:22]([F:24])([F:23])[F:25])[CH:16]=3)(=[O:13])=[O:14])=[CH:3][C:2]([Cl:1])=[CH:7][N:6]=2)=[O:9])[CH2:43][CH3:44])=[N:34]1)=[O:32])([CH3:29])([CH3:28])[CH3:27]. The solvent is C1CCOC1 (THF). Conditions: temperature 60 celsius, time 2 hour. Product: C(C)(C)(C)OC(=O)N1N=C(C2=CC=CC=C12)N(CC)C(=O)C1=NC=C(C=C1NS(=O)(=O)C1=CC(=C(C=C1)Cl)C(F)(F)F)Cl (3-{[5-chloro-3-(4-chloro-3-trifluoromethyl-benzenesulfonylamino)-pyridine-2-carbonyl]-ethyl-amino}-indazole-1-carboxylic acid tert-butyl ester). Reported procedure: A mixture of 5-chloro-3-(4-chloro-3-trifluoromethyl-benzenesulfonylamino)-pyridine-2-carbonyl chloride (100 mg, 0.24 mmol), 3-ethylamino-indazole-1-carboxylic acid tert-butyl ester (62.6 mg, 0.24 mmol), and TEA (0.64 mL) in THF (1 mL) was stirred at 60° C. for 2 hours and then purified by flash column to give 3-{[5-chloro-3-(4-chloro-3-trifluoromethyl-benzenesulfonylamino)-pyridine-2-carbonyl]-ethyl-amino}-indazole-1-carboxylic acid tert-butyl ester. Starting materials: ClC=1C=C(C(=NC1)C(=O)Cl)NS(=O)(=O)C1=CC(=C(C=C1)Cl)C(F)(F)F (5-chloro-3-(4-chloro-3-trifluoromethyl-benzenesulfonylamino)-pyridine-2-carbonyl chloride), C(C)(C)(C)OC(=O)N1N=C(C2=CC=CC=C12)NCC (3-ethylamino-indazole-1-carboxylic acid tert-butyl ester), TEA.